From a dataset of the Open Reaction Database (ORD), a public repository of structured organic reaction records. describe an organic reaction: reactants, conditions, products, and yield Reactants: CCOC(=O)C(C#N)=Cc1ccccc1, c1ccccc1. Yields the product CCOC(=O)C(C#N)Cc1ccccc1. As a reaction SMILES: [CH2:1]([CH3:2])[O:3][C:4]([C:5](=[CH:6][c:7]1[cH:8][cH:9][cH:10][cH:11][cH:12]1)[C:13]#[N:14])=[O:15].[cH:16]1[cH:17][cH:18][cH:19][cH:20][cH:21]1>>[CH2:1]([CH3:2])[O:3][C:4]([CH:5]([CH2:6][c:7]1[cH:8][cH:9][cH:10][cH:11][cH:12]1)[C:13]#[N:14])=[O:15].